This data is from the Open Reaction Database (ORD), a public repository of structured organic reaction records. The task is: describe an organic reaction: reactants, conditions, products, and yield Reactants: CC(=O)O[BH-](OC(C)=O)OC(C)=O, CCN(C(C)C)C(C)C, CC(=O)O, CCO, O=C1CCN(C(=O)c2cccnc2Oc2cc(Cl)ccc2Cl)c2ccccc21, Cl, FC1(F)CNC1, [Na+]. Yields the product O=C(c1cccnc1Oc1cc(Cl)ccc1Cl)N1CCC(N2CC(F)(F)C2)c2ccccc21. Reaction SMILES: [C:49]([O:50][BH-:51]([O:52][C:53](=[O:54])[CH3:55])[O:56][C:57](=[O:58])[CH3:59])(=[O:60])[CH3:61].[CH2:40]([N:41]([CH:42]([CH3:43])[CH3:44])[CH:45]([CH3:46])[CH3:47])[CH3:48].[CH3:36][C:37](=[O:38])[OH:39].[CH3:63][CH2:64][OH:65].[Cl:1][c:2]1[c:3]([O:4][c:5]2[n:6][cH:7][cH:8][cH:9][c:10]2[C:11](=[O:12])[N:13]2[CH2:14][CH2:15][C:16](=[O:23])[c:17]3[cH:18][cH:19][cH:20][cH:21][c:22]32)[cH:24][c:25]([Cl:28])[cH:26][cH:27]1.[ClH:29].[F:30][C:31]1([F:35])[CH2:32][NH:33][CH2:34]1.[Na+:62]>>[Cl:1][c:2]1[c:3]([O:4][c:5]2[n:6][cH:7][cH:8][cH:9][c:10]2[C:11](=[O:12])[N:13]2[CH2:14][CH2:15][CH:16]([N:33]3[CH2:32][C:31]([F:30])([F:35])[CH2:34]3)[c:17]3[cH:18][cH:19][cH:20][cH:21][c:22]32)[cH:24][c:25]([Cl:28])[cH:26][cH:27]1. Starting materials: Cc1c([N+](=O)[O-])ccc(C(C)(C)C)c1[N+](=O)[O-], Cc1cc(C(C)(C)C)c([N+](=O)[O-])cc1[N+](=O)[O-], CN(C)C=O. Product: CN(C)C=Cc1cc(C(C)(C)C)c([N+](=O)[O-])cc1[N+](=O)[O-]. RXN SMILES: [C:18]([c:19]1[cH:20][cH:21][c:22]([N+:23]([O-:24])=[O:25])[c:26]([CH3:27])[c:28]1[N+:29]([O-:30])=[O:31])([CH3:32])([CH3:33])[CH3:34].[C:1]([CH3:2])([CH3:3])([CH3:4])[c:5]1[c:6]([N+:15](=[O:16])[O-:17])[cH:7][c:8]([N+:12](=[O:13])[O-:14])[c:9]([CH3:11])[cH:10]1.[O:35]=[CH:36][N:37]([CH3:38])[CH3:39]>>[C:1]([CH3:2])([CH3:3])([CH3:4])[c:5]1[c:6]([N+:15](=[O:16])[O-:17])[cH:7][c:8]([N+:12](=[O:13])[O-:14])[c:9]([CH:11]=[CH:36][N:37]([CH3:38])[CH3:39])[cH:10]1. Reactants: C1(=CC=CC=C1)C(C1CCNCC1)(O)C1=CC=CC=C1 (4-(diphenylhydroxymethyl) piperidine), ClCCCN1C(NC(C2=CC=CC=C12)=O)=O (1-(3-chloropropyl)-2,4(1H,3H)-quinazolinedione). Solvent: C(C)O (ethanol). Product: C1(=CC=CC=C1)C(C1CCN(CC1)CCCN1C(NC(C2=CC=CC=C12)=O)=O)(O)C1=CC=CC=C1 (1-[3-[4-(Diphenylhydroxymethyl)-1-piperidinyl]propyl]-2,4-(1H,3H)-quinazolinedione). RXN SMILES: [C:1]1([C:7]([C:15]2[CH:20]=[CH:19][CH:18]=[CH:17][CH:16]=2)([OH:14])[CH:8]2[CH2:13][CH2:12][NH:11][CH2:10][CH2:9]2)[CH:6]=[CH:5][CH:4]=[CH:3][CH:2]=1.Cl[CH2:22][CH2:23][CH2:24][N:25]1[C:34]2[C:29](=[CH:30][CH:31]=[CH:32][CH:33]=2)[C:28](=[O:35])[NH:27][C:26]1=[O:36]>C(O)C>[C:1]1([C:7]([C:15]2[CH:20]=[CH:19][CH:18]=[CH:17][CH:16]=2)([OH:14])[CH:8]2[CH2:9][CH2:10][N:11]([CH2:22][CH2:23][CH2:24][N:25]3[C:34]4[C:29](=[CH:30][CH:31]=[CH:32][CH:33]=4)[C:28](=[O:35])[NH:27][C:26]3=[O:36])[CH2:12][CH2:13]2)[CH:2]=[CH:3][CH:4]=[CH:5][CH:6]=1. Procedure: 2.7 g (0.01 mole) of 4-(diphenylhydroxymethyl) piperidine, 1.2 g (0.005 mole) of 1-(3-chloropropyl)-2,4(1H,3H)-quinazolinedione in 75 ml of ethanol are heated at reflux temperature for 7 h. The reactants are COCCOCCBr, CCO, NN, O. Product: COCCOCCNN. As a reaction SMILES: [Br:4][CH2:5][CH2:6][O:7][CH2:8][CH2:9][O:10][CH3:11].[CH3:12][CH2:13][OH:14].[NH2:2][NH2:3].[OH2:1]>>[NH:2]([NH2:3])[CH2:5][CH2:6][O:7][CH2:8][CH2:9][O:10][CH3:11]. Starting materials: C(C)(C)(C)C1=CC(=C(C(=O)O)C=C1)Br (4-tert-butyl-2-bromobenzoic acid), FC1=CC=C(C=C1)O (4-fluoro phenol), C([O-])([O-])=O.[Cs+].[Cs+] (cesium carbonate), C1(=CC=CC2=CC=CC=C12)C(=O)O (1-naphthoic acid). The reagents and catalysts are C1=CC=CC=C1.C(F)(F)(F)S(=O)(=O)[O-].C(F)(F)(F)S(=O)(=O)[O-].[Cu+].[Cu+] (copper trifluoromethanesulfonate-benzene complex). Run in CCOC(=O)C (EtOAc), C1(=CC=CC=C1)C (toluene). Yields the product FC1=CC=C(OC2=C(C(=O)O)C=CC(=C2)C(C)(C)C)C=C1 (2-(4-fluorophenoxy)-4-tert-butylbenzoic acid). The yield is 38.2%. RXN SMILES: [C:1]([C:5]1[CH:13]=[CH:12][C:8]([C:9]([OH:11])=[O:10])=[C:7](Br)[CH:6]=1)([CH3:4])([CH3:3])[CH3:2].[F:15][C:16]1[CH:21]=[CH:20][C:19]([OH:22])=[CH:18][CH:17]=1.C(=O)([O-])[O-].[Cs+].[Cs+].C1(C(O)=O)C2C(=CC=CC=2)C=CC=1>C1(C)C=CC=CC=1.C1C=CC=CC=1.C(S([O-])(=O)=O)(F)(F)F.C(S([O-])(=O)=O)(F)(F)F.[Cu+].[Cu+].CCOC(C)=O>[F:15][C:16]1[CH:21]=[CH:20][C:19]([O:22][C:7]2[CH:6]=[C:5]([C:1]([CH3:4])([CH3:3])[CH3:2])[CH:13]=[CH:12][C:8]=2[C:9]([OH:11])=[O:10])=[CH:18][CH:17]=1 |f:2.3.4,7.8.9.10.11|. Reported procedure: A stirred suspension of 4-tert-butyl-2-bromobenzoic acid (0.26 g, 1.0 mmol), 4-fluoro phenol (0.22 g, 2.0 mmol), cesium carbonate (0.65 g, 2.0 mmol), copper trifluoromethanesulfonate-benzene complex (13 mg, 25 μmol), 1-naphthoic acid (0.34 g, 2.0 mmol), and 4 Å molecular sieves (0.25 g) in toluene (10 mL) and EtOAc (5 μL) was heated at 110° C. for 16 h. The reaction was concentrated under reduced pressure and purified by silica gel chromatography (0%-5% MeOH—CH2Cl2) to afford 2-(4-fluorophenoxy)... Reactants: CC(C)(C)OC(=O)N1CCC(S(=O)(=O)c2ccc(Nc3ncc(NC(=O)c4cc(NC(=O)c5cccs5)ccc4Cl)cn3)cc2)CC1, ClCCl, O=C(O)C(F)(F)F. Product: O=C(O)C(F)(F)F, O=C(Nc1ccc(Cl)c(C(=O)Nc2cnc(Nc3ccc(S(=O)(=O)C4CCNCC4)cc3)nc2)c1)c1cccs1. RXN SMILES: [C:1]([O:2][C:3](=[O:4])[N:8]1[CH2:9][CH2:10][CH:11]([S:14](=[O:15])(=[O:16])[c:17]2[cH:18][cH:19][c:20]([NH:23][c:24]3[n:25][cH:26][c:27]([NH:30][C:31]([c:32]4[c:33]([Cl:46])[cH:34][cH:35][c:36]([NH:38][C:39](=[O:40])[c:41]5[s:42][cH:43][cH:44][cH:45]5)[cH:37]4)=[O:47])[cH:28][n:29]3)[cH:21][cH:22]2)[CH2:12][CH2:13]1)([CH3:5])([CH3:6])[CH3:7].[Cl:55][CH2:56][Cl:57].[F:48][C:49]([C:50](=[O:51])[OH:52])([F:53])[F:54]>>[F:48][C:49]([C:50](=[O:51])[OH:52])([F:53])[F:54].[NH:8]1[CH2:9][CH2:10][CH:11]([S:14](=[O:15])(=[O:16])[c:17]2[cH:18][cH:19][c:20]([NH:23][c:24]3[n:25][cH:26][c:27]([NH:30][C:31]([c:32]4[c:33]([Cl:46])[cH:34][cH:35][c:36]([NH:38][C:39](=[O:40])[c:41]5[s:42][cH:43][cH:44][cH:45]5)[cH:37]4)=[O:47])[cH:28][n:29]3)[cH:21][cH:22]2)[CH2:12][CH2:13]1. Reactants: C=1C=CC2=C(C1)N=NN2O (HOBT), CCN=C=NCCCN(C)C (EDCI), ClC=1C=C(ON2CCCCC2)C=CC1Cl (3,4-Dichlorophenoxypiperidine), C1(CC=CC1)C(=O)O (3-cyclopentene-1-carboxylic acid). Reagents/catalysts: CN(C)C=1C=CN=CC1 (DMAP). The solvent is O (Water), ClCCl (dichloromethane), ClCCl (dichloromethane). Reaction conditions: time 60 hour. The product is C1(CC=CC1)C(=O)N1CCC(CC1)OC1=CC(=C(C=C1)Cl)Cl (1-(3-Cyclopenten-1-ylcarbonyl)-4-(3,4-dichlorophenoxy)-piperidine). Yield: 79.6%. As a reaction SMILES: [Cl:1][C:2]1[CH:3]=[C:4]([CH:12]=[CH:13][C:14]=1[Cl:15])[O:5]N1CCCCC1.[CH:16]1[CH:17]=[CH:18]C2N(O)N=[N:22][C:20]=2[CH:21]=1.[CH:26]1([C:31]([OH:33])=O)[CH2:30][CH:29]=[CH:28][CH2:27]1.CCN=C=NCCCN(C)C>ClCCl.CN(C1C=CN=CC=1)C.O>[CH:26]1([C:31]([N:22]2[CH2:18][CH2:17][CH:16]([O:5][C:4]3[CH:12]=[CH:13][C:14]([Cl:15])=[C:2]([Cl:1])[CH:3]=3)[CH2:21][CH2:20]2)=[O:33])[CH2:27][CH:28]=[CH:29][CH2:30]1. Reported procedure: 3,4-Dichlorophenoxypiperidine (3.09 g) was dissolved in dichloromethane (80 mL). HOBT (1.77 g) and DMAP (0.44 g) were added followed by a solution of 3-cyclopentene-1-carboxylic acid (1.45 g) in dichloromethane (5 mL). EDCI (2.45 g) was added and the solution was stirred for 60 h. Water (100 mL) was added and the phases were separated. The aqueous phase was extracted with dichloromethane (2×40 mL). The organic phases were combined, dried (MgSO4), filtered and evaporated to give subtitle compound...